Dataset: the Open Reaction Database (ORD), a public repository of structured organic reaction records. Task: describe an organic reaction: reactants, conditions, products, and yield Reported procedure: By the method described in Example 1, [2-dimethylamino-6-methoxybenzothien-3-yl][4-[2-(1-piperidinyl)ethoxy]phenyl]-methanone (1.0 g, 2.3 mmol) in chlorobenzene (10 mL) was treated with a 0.69 M THF solution of 3-chloro-4-methoxyphenylmagnesium bromide (11 mL, 7.6 mmol) (prepared from 4-bromo-2-chloroanisole, catalytic iodine, and magnesium turnings in THF) to provide, after chromatography (silica gel, 5-10% MeOH in CH2Cl2) 760 mg (62%) of the title compound as a yellow foam: 1H NMR d 1.43 (m, 2... Yields the product ClC=1C=C(C=CC1OC)C1=C(C2=C(S1)C=C(C=C2)OC)C(=O)C2=CC=C(C=C2)OCCN2CCCCC2 ([2-(3-Chloro-4-methoxyphenyl)-6-methoxybenzo[b]thien-3-yl][4-[2-(1-piperidinyl)ethoxy]phenyl]methanone). The solvent is ClC1=CC=CC=C1 (chlorobenzene), C(Cl)Cl (CH2Cl2). Reactants: CN(C=1SC2=C(C1C(=O)C1=CC=C(C=C1)OCCN1CCCCC1)C=CC(=C2)OC)C ([2-dimethylamino-6-methoxybenzothien-3-yl][4-[2-(1-piperidinyl)ethoxy]phenyl]-methanone), CO (MeOH), C1CCOC1 (THF), ClC=1C=C(C=CC1OC)[Mg]Br (3-chloro-4-methoxyphenylmagnesium bromide). Yield: 61.6%. Reaction SMILES: CN(C)[C:3]1[S:4][C:5]2[CH:28]=[C:27]([O:29][CH3:30])[CH:26]=[CH:25][C:6]=2[C:7]=1[C:8]([C:10]1[CH:15]=[CH:14][C:13]([O:16][CH2:17][CH2:18][N:19]2[CH2:24][CH2:23][CH2:22][CH2:21][CH2:20]2)=[CH:12][CH:11]=1)=[O:9].C1COCC1.[Cl:37][C:38]1[CH:39]=[C:40]([Mg]Br)[CH:41]=[CH:42][C:43]=1[O:44][CH3:45].CO>ClC1C=CC=CC=1.C(Cl)Cl>[Cl:37][C:38]1[CH:39]=[C:40]([C:3]2[S:4][C:5]3[CH:28]=[C:27]([O:29][CH3:30])[CH:26]=[CH:25][C:6]=3[C:7]=2[C:8]([C:10]2[CH:11]=[CH:12][C:13]([O:16][CH2:17][CH2:18][N:19]3[CH2:24][CH2:23][CH2:22][CH2:21][CH2:20]3)=[CH:14][CH:15]=2)=[O:9])[CH:41]=[CH:42][C:43]=1[O:44][CH3:45]. The reactants are CCO, ON=C(SCCCl)c1cccc(F)c1, [Na]. The product is Fc1cccc(C2=NOCCS2)c1. Reaction SMILES: [CH3:16][CH2:17][OH:18].[F:1][c:2]1[cH:3][c:4]([C:8](=[N:9][OH:10])[S:11][CH2:12][CH2:13][Cl:14])[cH:5][cH:6][cH:7]1.[Na:15]>>[F:1][c:2]1[cH:3][c:4]([C:8]2=[N:9][O:10][CH2:13][CH2:12][S:11]2)[cH:5][cH:6][cH:7]1. Starting materials: CCO, COC(=O)c1c(SCc2ccc(OC)cc2)nc(C)n1Cc1cc2c(cc1Cl)OCO2, C1CCOC1. Product: COc1ccc(CSc2nc(C)n(Cc3cc4c(cc3Cl)OCO4)c2C(=O)O)cc1. RXN SMILES: [CH3:32][CH2:33][OH:34].[Cl:1][c:2]1[c:3]([CH2:11][n:12]2[c:13]([CH3:31])[n:14][c:15]([S:21][CH2:22][c:23]3[cH:24][cH:25][c:26]([O:29][CH3:30])[cH:27][cH:28]3)[c:16]2[C:17](=[O:18])[O:19][CH3:20])[cH:4][c:5]2[c:6]([cH:10]1)[O:7][CH2:8][O:9]2.[O:35]1[CH2:36][CH2:37][CH2:38][CH2:39]1>>[Cl:1][c:2]1[c:3]([CH2:11][n:12]2[c:13]([CH3:31])[n:14][c:15]([S:21][CH2:22][c:23]3[cH:24][cH:25][c:26]([O:29][CH3:30])[cH:27][cH:28]3)[c:16]2[C:17](=[O:18])[OH:19])[cH:4][c:5]2[c:6]([cH:10]1)[O:7][CH2:8][O:9]2. Starting materials: COC(C(CC1=CC(=C(C(=C1)Br)O)Br)NC(=O)OC(C)(C)C)=O (Methyl-2-tert-butoxycarbonylamino-3-(3,5-dibromo-4-hydroxyphenyl)propionate), BrCC1=C(C=CC=C1)F (1-bromomethyl-2-fluorobenzene). Yields the product NC(C(=O)O)CC1=CC(=C(C(=C1)Br)OCC1=C(C=CC=C1)F)Br (2-amino-3-[3,5-dibromo-4-(2-fluorobenzyloxy)phenyl]propionic acid). Yield: 10.0%. Reaction SMILES: C[O:2][C:3](=[O:23])[CH:4]([NH:15]C(OC(C)(C)C)=O)[CH2:5][C:6]1[CH:11]=[C:10]([Br:12])[C:9]([OH:13])=[C:8]([Br:14])[CH:7]=1.Br[CH2:25][C:26]1[CH:31]=[CH:30][CH:29]=[CH:28][C:27]=1[F:32]>>[NH2:15][CH:4]([CH2:5][C:6]1[CH:7]=[C:8]([Br:14])[C:9]([O:13][CH2:25][C:26]2[CH:31]=[CH:30][CH:29]=[CH:28][C:27]=2[F:32])=[C:10]([Br:12])[CH:11]=1)[C:3]([OH:2])=[O:23]. Reported procedure: Methyl-2-tert-butoxycarbonylamino-3-(3,5-dibromo-4-hydroxyphenyl)propionate (0.035 mmol) was coupled with 1-bromomethyl-2-fluorobenzene and hydrolyzed using the method described in “General procedure for the preparation of Examples 8-22”. This gave 10% yield of 2-amino-3-[3,5-dibromo-4-(2-fluorobenzyloxy)phenyl]propionic acid. LC/MS (electrospray): m/z 446 (M−1). Reported procedure: A solution of sodium hydroxide (175 g) in water (800 ml) was added to a solution of diethyl (4-bromophenyl)methylmalonate (150 g) in ethanol (850 ml) and the mixture was heated under reflux for 9 hours. Volatile material was removed by evaporation and the residue was dissolved in a solution of sodium hydroxide (130 g) in water (250 ml). The solution was heated under reflux for 2.5 hours, filtered through a bed of diatomaceous earth and the filtrate was acidified with 6M sulphuric acid. The mixtu... The reactants are [OH-].[Na+] (sodium hydroxide), BrC1=CC=C(C=C1)CC(C(=O)OCC)C(=O)OCC (diethyl (4-bromophenyl)methylmalonate). The product is BrC1=CC=C(C=C1)CC(C(=O)O)C (3-(4-bromophenyl)-2-methylpropionic acid). Reaction conditions: temperature 200 celsius. RXN SMILES: [OH-].[Na+].[Br:3][C:4]1[CH:9]=[CH:8][C:7]([CH2:10][CH:11]([C:17](OCC)=O)[C:12]([O:14]CC)=[O:13])=[CH:6][CH:5]=1>O.C(O)C>[Br:3][C:4]1[CH:5]=[CH:6][C:7]([CH2:10][CH:11]([CH3:17])[C:12]([OH:14])=[O:13])=[CH:8][CH:9]=1 |f:0.1|. Yield: 82.2%. Solvent: O (water), C(C)O (ethanol). Reactants: ClCCCOC1=CC=C(C=C1)C1=CC=C(C=C1)C(=O)N(CC)CC (4′-(3-chloropropoxy)-N,N-diethyl[1,1′-biphenyl]-4-carboxamide), Cl.C[C@H]1N[C@@H](CC1)C ((2R,5R)-2,5-dimethylpyrrolidine hydrochloride). Yields the product C[C@H]1N([C@@H](CC1)C)CCCOC1=CC=C(C=C1)C1=CC=C(C=C1)C(=O)N(CC)CC (4′-{3-[(2R,5R)-2,5-dimethylpyrrolidinyl]propoxy}-N,N-diethyl[1,1′-biphenyl]-4-carboxamide). Reaction SMILES: Cl[CH2:2][CH2:3][CH2:4][O:5][C:6]1[CH:11]=[CH:10][C:9]([C:12]2[CH:17]=[CH:16][C:15]([C:18]([N:20]([CH2:23][CH3:24])[CH2:21][CH3:22])=[O:19])=[CH:14][CH:13]=2)=[CH:8][CH:7]=1.Cl.[CH3:26][C@@H:27]1[CH2:31][CH2:30][C@@H:29]([CH3:32])[NH:28]1>>[CH3:26][C@@H:27]1[CH2:31][CH2:30][C@@H:29]([CH3:32])[N:28]1[CH2:2][CH2:3][CH2:4][O:5][C:6]1[CH:11]=[CH:10][C:9]([C:12]2[CH:17]=[CH:16][C:15]([C:18]([N:20]([CH2:23][CH3:24])[CH2:21][CH3:22])=[O:19])=[CH:14][CH:13]=2)=[CH:8][CH:7]=1 |f:1.2|. Procedure: The product from Example 2A and (2R,5R)-2,5-dimethylpyrrolidine hydrochloride were processed as described in Example 10F to provide the title compound.